The task is: describe an organic reaction: reactants, conditions, products, and yield. This data is from the Open Reaction Database (ORD), a public repository of structured organic reaction records. Starting materials: FC(C1=CC=C(CC(C#N)C#N)C=C1)(F)F ((4-(trifluoromethyl)benzyl)malononitrile), compound ( 55 ), [H-].[Na+] (sodium hydride), ClC(=CCCl)Cl (1,1,3-trichloropropene). Solvent: CN(C=O)C (N,N-dimethylformamide). Yields the product ClC(=CCC(C#N)(C#N)CC1=CC=C(C=C1)C(F)(F)F)Cl (2-(3,3-dichloro-2-propenyl)-2-(4-(trifluoromethyl)benzyl)malononitrile). The yield is 48.9%. As a reaction SMILES: [F:1][C:2]([F:16])([F:15])[C:3]1[CH:14]=[CH:13][C:6]([CH2:7][CH:8]([C:11]#[N:12])[C:9]#[N:10])=[CH:5][CH:4]=1.[H-].[Na+].[Cl:19][C:20]([Cl:24])=[CH:21][CH2:22]Cl>CN(C)C=O>[Cl:19][C:20]([Cl:24])=[CH:21][CH2:22][C:8]([CH2:7][C:6]1[CH:5]=[CH:4][C:3]([C:2]([F:15])([F:16])[F:1])=[CH:14][CH:13]=1)([C:11]#[N:12])[C:9]#[N:10] |f:1.2|. Procedure details: Using 0.45 g of (4-(trifluoromethyl)benzyl)malononitrile, 5 ml of N,N-dimethylformamide, 0.12 g of sodium hydride (60% in oil), and 0.25 g of 1,1,3-trichloropropene, and according to the process described in the Production Example 1, there was obtained 0.28 g of 2-(3,3-dichloro-2-propenyl)-2-(4-(trifluoromethyl)benzyl)malononitrile (the present compound (55)). The reactants are [N-]=[N+]=[N-].[Na+] (Sodium azide), N1=CC(=CC2=CC=CC=C12)NC([C@H]1N(C[C@H](C1)OS(=O)(=O)C1=CC=C(C=C1)C)C(=O)OC(C)(C)C)=O (N-tert-butoxycarbonyl-cis-4-p-toluenesulfonyloxy-L-proline 3-quinolylamide), O (water). The solvent is CN(C=O)C (N,N-dimethylformamide). Run at time 4 hour. The product is N(=[N+]=[N-])[C@@H]1C[C@H](N(C1)C(=O)OC(C)(C)C)C(=O)O (trans-4-Azido-N-tert-Butoxycarbonyl-L-Proline). Reaction SMILES: [N-:1]=[N+:2]=[N-:3].[Na+].N1C2C(=CC=CC=2)C=C(N[C:16](=[O:40])[C@@H:17]2[CH2:21][C@H:20](OS(C3C=CC(C)=CC=3)(=O)=O)[CH2:19][N:18]2[C:33]([O:35][C:36]([CH3:39])([CH3:38])[CH3:37])=[O:34])C=1.[OH2:41]>CN(C)C=O>[N:1]([C@H:20]1[CH2:19][N:18]([C:33]([O:35][C:36]([CH3:37])([CH3:38])[CH3:39])=[O:34])[C@H:17]([C:16]([OH:40])=[O:41])[CH2:21]1)=[N+:2]=[N-:3] |f:0.1|. Procedure details: Sodium azide (206 mg) was added to a stirred solution of N-tert-butoxycarbonyl-cis-4-p-toluenesulfonyloxy-L-proline 3-quinolylamide (C, 805 mg) in N,N-dimethylformamide (8 mL)-water (1.5 mL). After sting at 70° C. for 4 hr, the solvents were removed in vacuo. The residue was diluted with ethyl acetate, and washed with water and brine. The organic layer was dried over anhydrous sodium sulfate and evaporated in vacuo. The residue was purified by silica gel column chromatography (chloroform:ethyl a... Starting materials: CCOC(=O)CCc1cc(OCc2ccc(OCc3nc(-c4ccccc4)oc3C)c(OC)c2)nn1-c1ccccc1, CCO, Cl, [Na+], C1CCOC1, [OH-]. Yields the product COc1cc(COc2cc(CCC(=O)O)n(-c3ccccc3)n2)ccc1OCc1nc(-c2ccccc2)oc1C. RXN SMILES: [CH3:1][O:2][c:3]1[cH:4][c:5]([CH2:6][O:7][c:8]2[n:9][n:10](-[c:20]3[cH:21][cH:22][cH:23][cH:24][cH:25]3)[c:11]([CH2:13][CH2:14][C:15](=[O:16])[O:17][CH2:18][CH3:19])[cH:12]2)[cH:26][cH:27][c:28]1[O:29][CH2:30][c:31]1[n:32][c:33](-[c:37]2[cH:38][cH:39][cH:40][cH:41][cH:42]2)[o:34][c:35]1[CH3:36].[CH3:51][CH2:52][OH:53].[ClH:50].[Na+:44].[O:45]1[CH2:46][CH2:47][CH2:48][CH2:49]1.[OH-:43]>>[CH3:1][O:2][c:3]1[cH:4][c:5]([CH2:6][O:7][c:8]2[n:9][n:10](-[c:20]3[cH:21][cH:22][cH:23][cH:24][cH:25]3)[c:11]([CH2:13][CH2:14][C:15](=[O:16])[OH:17])[cH:12]2)[cH:26][cH:27][c:28]1[O:29][CH2:30][c:31]1[n:32][c:33](-[c:37]2[cH:38][cH:39][cH:40][cH:41][cH:42]2)[o:34][c:35]1[CH3:36]. Reactants: Cl.COC1=CC=C(C=C1)[C@@H]1SC2=C(N(C([C@@H]1O)=O)CCN(C)C)C=C(C=C2)OC ((±)-cis-2-(4-methoxyphenyl)-3-hydroxy-5-[2-(dimethylamino)ethyl]-7-methoxy-2,3-dihydro-1,5-benzothiazepin-4(5H)-one hydrochloride), C(C)(=O)OC(C)=O (acetic anhydride). The solvent is C(C)(=O)O (acetic acid). Run at temperature 110 celsius, time 4 hour. Yields the product Cl.COC1=CC=C(C=C1)[C@@H]1SC2=C(N(C([C@@H]1OC(C)=O)=O)CCN(C)C)C=C(C=C2)OC ((±)-cis-2-(4-methoxyphenyl)-3-acetoxy-5-[2-(dimethylamino)ethyl]-7-methoxy-2,3-dihydro-1,5-benzothiazepin-4(5H)-one hydrochloride). Yield: 78.0%. As a reaction SMILES: [ClH:1].[CH3:2][O:3][C:4]1[CH:9]=[CH:8][C:7]([C@H:10]2[C@@H:16]([OH:17])[C:15](=[O:18])[N:14]([CH2:19][CH2:20][N:21]([CH3:23])[CH3:22])[C:13]3[CH:24]=[C:25]([O:28][CH3:29])[CH:26]=[CH:27][C:12]=3[S:11]2)=[CH:6][CH:5]=1.[C:30](OC(=O)C)(=[O:32])[CH3:31]>C(O)(=O)C>[ClH:1].[CH3:2][O:3][C:4]1[CH:5]=[CH:6][C:7]([C@H:10]2[C@@H:16]([O:17][C:30](=[O:32])[CH3:31])[C:15](=[O:18])[N:14]([CH2:19][CH2:20][N:21]([CH3:23])[CH3:22])[C:13]3[CH:24]=[C:25]([O:28][CH3:29])[CH:26]=[CH:27][C:12]=3[S:11]2)=[CH:8][CH:9]=1 |f:0.1,4.5|. Reported procedure: A mixture of 1 g of (±)-cis-2-(4-methoxyphenyl)-3-hydroxy-5-[2-(dimethylamino)ethyl]-7-methoxy-2,3-dihydro-1,5-benzothiazepin-4(5H)-one hydrochloride, 1.5 ml of acetic anhydride and 1.5 ml of acetic acid is stirred at 110° C. for 4 hours. After the reaction is completed, the mixture is evaporated under reduced pressure to remove acetic anhydride and acetic acid. Benzene is added to the residue, and the mixture is evaporated under reduced pressure to remove acetic anhydride and acetic acid. The r...